describe an organic reaction: reactants, conditions, products, and yield From a dataset of the Open Reaction Database (ORD), a public repository of structured organic reaction records. The reactants are C([O-])(O)=O (bicarbonate), C(#C)N1C2=C(C=3C=C(C=CC13)C)CN(CC2)C (5-ethynyl-2,8-dimethyl-2,3,4,5-tetrahydro-1H-pyrido[4,3-b]indole), BrC1=CN=CN1C (5-bromo-1-methyl-1H-imidazole), CCCC[N+](CCCC)(CCCC)CCCC.[F-] (TBAF). The reagents and catalysts are Cl[Pd]([P](C1=CC=CC=C1)(C2=CC=CC=C2)C3=CC=CC=C3)([P](C4=CC=CC=C4)(C5=CC=CC=C5)C6=CC=CC=C6)Cl (dichlorobis(triphenylphosphine)palladium). Solvent: O (water). Reaction conditions: temperature 120 celsius. Product: CN1CC2=C(N(C=3C=CC(=CC23)C)C#CC=2N(C=NC2)C)CC1 (2,8-dimethyl-5-(3-methyl-3H-imidazol-4-ylethynyl)-2,3,4,5-tetrahydro-1H-pyrido[4,3-b]indole). The yield is 8.5%. As a reaction SMILES: [C:1]([N:3]1[C:11]2[CH:10]=[CH:9][C:8]([CH3:12])=[CH:7][C:6]=2[C:5]2[CH2:13][N:14]([CH3:17])[CH2:15][CH2:16][C:4]1=2)#[CH:2].Br[C:19]1[N:23]([CH3:24])[CH:22]=[N:21][CH:20]=1.CCCC[N+](CCCC)(CCCC)CCCC.[F-].C(=O)(O)[O-]>Cl[Pd](Cl)([P](C1C=CC=CC=1)(C1C=CC=CC=1)C1C=CC=CC=1)[P](C1C=CC=CC=1)(C1C=CC=CC=1)C1C=CC=CC=1.O>[CH3:17][N:14]1[CH2:15][CH2:16][C:4]2[N:3]([C:1]#[C:2][C:19]3[N:23]([CH3:24])[CH:22]=[N:21][CH:20]=3)[C:11]3[CH:10]=[CH:9][C:8]([CH3:12])=[CH:7][C:6]=3[C:5]=2[CH2:13]1 |f:2.3,^1:49,68|. Reported procedure: A mixture of 5-ethynyl-2,8-dimethyl-2,3,4,5-tetrahydro-1H-pyrido[4,3-b]indole (166 mg, 0.74 mmol), 5-bromo-1-methyl-1H-imidazole (100 mg, 0.62 mmol), dichlorobistriphenyl phosphinepalladium (II) (13 mg, 0.018 mmol) and TBAF.3H2O (586 mg, 1.86 mmol) was heated at 80° C. (observed exothermic temperature was 120° C.) for 5 min by microwave. After completion of reaction (monitored by TLC&LCMS), the mixture was poured into water (20 mL) and saturated bicarbonate was added. The mixture was extracted w... The product is COC(=O)C=1C=C(C(=CC1OC)F)C1=CC=CC=C1 (6-fluoro-4-methoxy-biphenyl-3-carboxylic acid methyl ester). Reaction SMILES: [CH3:1][O:2][C:3](=[O:14])[C:4]1[CH:9]=[C:8](Br)[C:7]([F:11])=[CH:6][C:5]=1[O:12][CH3:13].C([O-])([O-])=O.[K+].[K+].[C:21]1(B(O)O)[CH:26]=[CH:25][CH:24]=[CH:23][CH:22]=1>C1C=CC([P]([Pd]([P](C2C=CC=CC=2)(C2C=CC=CC=2)C2C=CC=CC=2)([P](C2C=CC=CC=2)(C2C=CC=CC=2)C2C=CC=CC=2)[P](C2C=CC=CC=2)(C2C=CC=CC=2)C2C=CC=CC=2)(C2C=CC=CC=2)C2C=CC=CC=2)=CC=1.OO>[CH3:1][O:2][C:3]([C:4]1[CH:9]=[C:8]([C:21]2[CH:26]=[CH:25][CH:24]=[CH:23][CH:22]=2)[C:7]([F:11])=[CH:6][C:5]=1[O:12][CH3:13])=[O:14] |f:1.2.3,^1:33,35,54,73|. Reaction conditions: temperature 110 celsius, time 1 hour. Starting materials: COC(C1=C(C=C(C(=C1)Br)F)OC)=O (5-bromo-4-fluoro-2-methoxy-benzoic acid methyl ester), C(=O)([O-])[O-].[K+].[K+] (K2CO3), C1(=CC=CC=C1)B(O)O (phenylboronic acid). Procedure: To a flame dried flask containing degassed toluene (15.2 mL, 0.5 M) was added 5-bromo-4-fluoro-2-methoxy-benzoic acid methyl ester (2.0 g, 7.6 mmol), anhydrous K2CO3 (2.1 g, 15.2 mmol), phenylboronic acid (3.7 g, 30.4 mmol), and Pd(PPh3)4 (0.88 g, 0.76 mmol). Using a reflux condenser, the stirring mixture was heated to 110° C. for 3.5 h. The mixture was then cooled to room temperature, placed in an ice bath and H2O2 (30%, 10 mL) was slowly added. The ice bath was removed and the reaction was all... Yield: 91.0%. Run in OO (H2O2). The reagents and catalysts are C=1C=CC(=CC1)[P](C=2C=CC=CC2)(C=3C=CC=CC3)[Pd]([P](C=4C=CC=CC4)(C=5C=CC=CC5)C=6C=CC=CC6)([P](C=7C=CC=CC7)(C=8C=CC=CC8)C=9C=CC=CC9)[P](C=1C=CC=CC1)(C=1C=CC=CC1)C=1C=CC=CC1 (Pd(PPh3)4). Starting materials: C1(=CC=CC=C1)SC=1C2=C(SC1[Si](C)(C)C)C=C1C=CC=CC1=C2 (3-(phenylsulfenyl)-2-trimethylsilylnaphtho[2,3-b]thiophene), C1(=CC=CC=C1)[Se]C=1C2=C(SC1[Si](C)(C)C)C=CC=C2 (3-(phenylselenenyl)-2-trimethylsilylbenzo[b]thiophene). The product is C1(=CC=CC=C1)[Se]C=1C2=C(SC1)C=CC=C2 (3-(phenylselenenyl)benzo[b]thiophene). Reaction SMILES: C1(SC2C3C=C4C(C=CC=C4)=CC=3SC=2[Si](C)(C)C)C=CC=CC=1.[C:25]1([Se:31][C:32]2[C:33]3[CH:44]=[CH:43][CH:42]=[CH:41][C:34]=3[S:35][C:36]=2[Si](C)(C)C)[CH:30]=[CH:29][CH:28]=[CH:27][CH:26]=1>>[C:25]1([Se:31][C:32]2[C:33]3[CH:44]=[CH:43][CH:42]=[CH:41][C:34]=3[S:35][CH:36]=2)[CH:30]=[CH:29][CH:28]=[CH:27][CH:26]=1. Procedure: Except that 3-(phenylsulfenyl)-2-trimethylsilylnaphtho[2,3-b]thiophene was replaced with 3-(phenylselenenyl)-2-trimethylsilylbenzo[b]thiophene, the reaction was implemented in the same way as in Example 8. Purification was implemented by column chromatography (silica gel, CHCl3, Rf: 0.9), so that a white solid was quantitatively produced. Reactants: C(C)NCC (Diethylamine), C1(CCCCC1)N=C=NC1CCCCC1 (N,N′-dicyclohexylcarbodiimide), Cl.NC(CC1=CC=C(OC2=CC=C(C=C3C(NC(S3)=O)=O)C=C2)C=C1)C(=O)OC (5-[4-(4-(2-amino-2-methoxycarbonylethyl)phenoxy)benzylidene]thiazolidin-2,4-dione hydrochloride), 2-N-t-butoxycarbonylamino-4-imidazole propionic acid, OC1=CC=CC=2NN=NC21 (hydroxylbenzotriazole). Run in CN(C=O)C (N,N-dimethyl formamide). Reaction conditions: time 24 hour. Product: Cl.Cl.NC(C(=O)NC(CC1=CC=C(OC2=CC=C(CC3C(NC(S3)=O)=O)C=C2)C=C1)C(=O)OC)CC=1N=CNC1 (5-[4-(4-(2-(2-amino-3-imidazol-4-ylpropanamido)-2-methoxycarbonylethyl)phenoxy)benzyl]thiazolidin-2,4-dione dihydrochloride). Isolated yield 163.8%. Reaction SMILES: [CH2:1]([NH:3][CH2:4][CH3:5])C.C1([N:12]=C=NC2CCCCC2)CCCCC1.[ClH:21].[NH2:22][CH:23]([C:46]([O:48][CH3:49])=[O:47])[CH2:24][C:25]1[CH:45]=[CH:44][C:28]([O:29][C:30]2[CH:43]=[CH:42][C:33]([CH:34]=[C:35]3[S:39][C:38](=[O:40])[NH:37][C:36]3=[O:41])=[CH:32][CH:31]=2)=[CH:27][CH:26]=1.[OH:50][C:51]1[C:59]2[N:58]=NN[C:55]=2C=CC=1>CN(C)C=O>[ClH:21].[ClH:21].[NH2:58][CH:59]([CH2:55][C:4]1[N:3]=[CH:1][NH:12][CH:5]=1)[C:51]([NH:22][CH:23]([C:46]([O:48][CH3:49])=[O:47])[CH2:24][C:25]1[CH:45]=[CH:44][C:28]([O:29][C:30]2[CH:43]=[CH:42][C:33]([CH2:34][CH:35]3[S:39][C:38](=[O:40])[NH:37][C:36]3=[O:41])=[CH:32][CH:31]=2)=[CH:27][CH:26]=1)=[O:50] |f:2.3,6.7.8|. Reported procedure: Diethylamine (1.04 ml, 6.0 mmol) and N,N′-dicyclohexylcarbodiimide (0.64 g, 3.13 mmol) were added to the stirred suspension of 5-[4-(4-(2-amino-2-methoxycarbonylethyl)phenoxy)benzylidene]thiazolidin-2,4-dione hydrochloride (1.3 g, 3.0 mmol), 2-N-t-butoxycarbonylamino-4-imidazole propionic acid (0.8 g, 3.13 mmol) and hydroxylbenzotriazole (0.42 g, 3.13 mmol) in N,N-dimethyl formamide (15 ml). The stirring was continued for 24 h and the reaction mixture was concentrated in vacuum. The obtained res... Reactants: N1[C@H]2[C@@H](CC1)CN(C2)C(=O)OC(C)(C)C ((3aS,6aS)-tert-butyl hexahydropyrrolo[3,4-b]pyrrole-5(1H)-carboxylate), BrC=1C=NC=C(C(=O)NCC2=C(C=CC=C2)C)C1 (5-bromo-N-(2-methylbenzyl)nicotinamide). Product: CC1=C(CNC(=O)C=2C=C(C=NC2)N2[C@H]3[C@@H](CC2)CN(C3)C(=O)OC(C)(C)C)C=CC=C1 ((3aS,6aS)-tert-butyl 1-(5-(2-methylbenzylcarbamoyl)pyridin-3-yl)hexahydropyrrolo[3,4-b]pyrrole-5(1H)-carboxylate). Reaction SMILES: [NH:1]1[CH2:5][CH2:4][C@H:3]2[CH2:6][N:7]([C:9]([O:11][C:12]([CH3:15])([CH3:14])[CH3:13])=[O:10])[CH2:8][C@@H:2]12.Br[C:17]1[CH:18]=[N:19][CH:20]=[C:21]([CH:33]=1)[C:22]([NH:24][CH2:25][C:26]1[CH:31]=[CH:30][CH:29]=[CH:28][C:27]=1[CH3:32])=[O:23]>>[CH3:32][C:27]1[CH:28]=[CH:29][CH:30]=[CH:31][C:26]=1[CH2:25][NH:24][C:22]([C:21]1[CH:33]=[C:17]([N:1]2[CH2:5][CH2:4][C@H:3]3[CH2:6][N:7]([C:9]([O:11][C:12]([CH3:15])([CH3:14])[CH3:13])=[O:10])[CH2:8][C@@H:2]23)[CH:18]=[N:19][CH:20]=1)=[O:23]. Procedure: Prepared from (3aS,6aS)-tert-butyl hexahydropyrrolo[3,4-b]pyrrole-5(1H)-carboxylate (prepared as described in WO2001081347) and the product from Example 31A using the procedure as described in Example 31B. MS (APCI) m/z 437 (M+H)+. The reactants are FS(C1=CC=C(N)C=C1)(F)(F)(F)F (4-pentafluorosulfanylaniline), N(=O)[O-].[Na+] (NaNO2), Cu(NO3)2, Cu2O, OS(=O)(=O)O (H2SO4). Run in O (water), O (water). Run at temperature 0 celsius, time 35 minute. The product is FS(C1=CC=C(C=C1)O)(F)(F)(F)F (4-Pentafluorosulfanylphenol). RXN SMILES: [F:1][S:2]([F:13])([F:12])([F:11])([F:10])[C:3]1[CH:9]=[CH:8][C:6](N)=[CH:5][CH:4]=1.[OH:14]S(O)(=O)=O.N([O-])=O.[Na+]>O>[F:1][S:2]([F:13])([F:12])([F:11])([F:10])[C:3]1[CH:9]=[CH:8][C:6]([OH:14])=[CH:5][CH:4]=1 |f:2.3|. Reported procedure: 40.00 g of 4-pentafluorosulfanylaniline were suspended in 500 ml of a 35% aqueous H2SO4 solution and a solution of 13.85 g of NaNO2 in 30 ml of water was added dropwise at 0° C. over a period of 10 minutes. Subsequently, the mixture was stirred at 0° C. for 35 minutes, then a solution, at 0° C., of 171.10 g of Cu(NO3)2 in 200 ml of water was poured in and, directly thereafter, 26.11 g of Cu2O were added in portions. The mixture is stirred at RT for a further 2 hours, then extraction is effected ... The reactants are NC1=C(C(=NO1)C1=CC(=CC=C1)OC(F)(F)F)C(=O)O (5-amino-3-(3-(trifluoromethoxy)phenyl)isoxazol-4-carboxylic acid), Cl.C(C)N=C=NCCCN(C)C (1-ethyl-3-(dimethylaminopropyl)carbodiimide hydrochloride), COC=1C=C(C=CC1)N1CCNCC1 (1-(3-methoxyphenyl)piperazine). Solvent: ClCCl (dichloromethane). The product is NC1=C(C(=NO1)C1=CC(=CC=C1)OC(F)(F)F)C(=O)N1CCN(CC1)C1=CC(=CC=C1)OC ((5-amino-3-(3-(trifluoromethoxy)phenyl)isoxazol-4-yl)(4-(3-methoxyphenyl)piperazine-1-yl)methanone). The yield is 66.3%. Reaction SMILES: [NH2:1][C:2]1[O:6][N:5]=[C:4]([C:7]2[CH:12]=[CH:11][CH:10]=[C:9]([O:13][C:14]([F:17])([F:16])[F:15])[CH:8]=2)[C:3]=1[C:18]([OH:20])=O.Cl.C(N=C=NCCCN(C)C)C.[CH3:33][O:34][C:35]1[CH:36]=[C:37]([N:41]2[CH2:46][CH2:45][NH:44][CH2:43][CH2:42]2)[CH:38]=[CH:39][CH:40]=1>ClCCl>[NH2:1][C:2]1[O:6][N:5]=[C:4]([C:7]2[CH:12]=[CH:11][CH:10]=[C:9]([O:13][C:14]([F:15])([F:16])[F:17])[CH:8]=2)[C:3]=1[C:18]([N:44]1[CH2:43][CH2:42][N:41]([C:37]2[CH:38]=[CH:39][CH:40]=[C:35]([O:34][CH3:33])[CH:36]=2)[CH2:46][CH2:45]1)=[O:20] |f:1.2|. Procedure: In a similar manner as described in Example 1, by using dichloromethane (30 mL), 5-amino-3-(3-(trifluoromethoxy)phenyl)isoxazol-4-carboxylic acid (530 mg, 1.84 mmol), 1-ethyl-3-(dimethylaminopropyl)carbodiimide hydrochloride (388 mg, 2.02 mmol) and 1-(3-methoxyphenyl)piperazine (354 mg, 1.84 mmol), a white solid required compound (562 mg, 1.22 mmol, 66%) was obtained.